This data is from the Open Reaction Database (ORD), a public repository of structured organic reaction records. The task is: describe an organic reaction: reactants, conditions, products, and yield The reactants are BrC=1C=CC(=NC1)C1(CCC2(OCCO2)CC1)C#N (8-(5-bromopyridin-2-yl)-1,4-dioxaspiro[4,5]decane-8-carbonitrile), BrC=1C=CC(=NC1)C1CCOCC1 (5-bromo-2-(tetrahydro-2H-pyran-4-yl)pyridine). The product is NC=1C=CC(=NC1)C1(CCC2(OCCO2)CC1)C#N (8-(5-Aminopyridin-2-yl)-1,4-dioxaspiro[4,5]decane-8-carbonitrile). As a reaction SMILES: Br[C:2]1[CH:3]=[CH:4][C:5]([C:8]2([C:18]#[N:19])[CH2:17][CH2:16][C:11]3([O:15][CH2:14][CH2:13][O:12]3)[CH2:10][CH2:9]2)=[N:6][CH:7]=1.BrC1C=CC(C2CCOCC2)=[N:25]C=1>>[NH2:25][C:2]1[CH:3]=[CH:4][C:5]([C:8]2([C:18]#[N:19])[CH2:17][CH2:16][C:11]3([O:15][CH2:14][CH2:13][O:12]3)[CH2:10][CH2:9]2)=[N:6][CH:7]=1. Procedure details: In Reference Example 75(4), 8-(5-bromopyridin-2-yl)-1,4-dioxaspiro[4,5]decane-8-carbonitrile described in Reference Example 82 was used in place of 5-bromo-2-(tetrahydro-2H-pyran-4-yl)pyridine, and reacted and treated in a similar manner to give the titled compound.